This data is from the Open Reaction Database (ORD), a public repository of structured organic reaction records. The task is: describe an organic reaction: reactants, conditions, products, and yield The reactants are [BH4-], CS(C)=O, CC(=O)O, O=[N+]([O-])C=Cc1ccc(OCc2ccccn2)cc1F, [Na+], O. Product: O=[N+]([O-])CCc1ccc(OCc2ccccn2)cc1F. As a reaction SMILES: [BH4-:29].[CH3:1][S:2](=[O:3])[CH3:4].[CH3:25][C:26](=[O:27])[OH:28].[F:5][c:6]1[cH:7][c:8]([O:9][CH2:10][c:11]2[n:12][cH:13][cH:14][cH:15][cH:16]2)[cH:17][cH:18][c:19]1[CH:20]=[CH:21][N+:22](=[O:23])[O-:24].[Na+:30].[OH2:31]>>[F:5][c:6]1[cH:7][c:8]([O:9][CH2:10][c:11]2[n:12][cH:13][cH:14][cH:15][cH:16]2)[cH:17][cH:18][c:19]1[CH2:20][CH2:21][N+:22](=[O:23])[O-:24]. The reactants are O=C([O-])[O-], CCOC(=O)CC(=O)c1ccc(OC)cc1, CC#N, FC(F)(F)c1ccc(CBr)cc1, [K+], [K+]. Yields the product CCOC(=O)C(Cc1ccc(C(F)(F)F)cc1)C(=O)c1ccc(OC)cc1. Reaction SMILES: [C:29](=[O:30])([O-:31])[O-:32].[CH3:1][O:2][c:3]1[cH:4][cH:5][c:6]([C:9]([CH2:10][C:11](=[O:12])[O:13][CH2:14][CH3:15])=[O:16])[cH:7][cH:8]1.[CH3:35][C:36]#[N:37].[F:17][C:18]([c:19]1[cH:20][cH:21][c:22]([CH2:23][Br:24])[cH:25][cH:26]1)([F:27])[F:28].[K+:33].[K+:34]>>[CH3:1][O:2][c:3]1[cH:4][cH:5][c:6]([C:9]([CH:10]([C:11](=[O:12])[O:13][CH2:14][CH3:15])[CH2:23][c:22]2[cH:21][cH:20][c:19]([C:18]([F:17])([F:27])[F:28])[cH:26][cH:25]2)=[O:16])[cH:7][cH:8]1. Starting materials: ClC1=C(C=NN1C)[N+](=O)[O-] (5-chloro-1-methyl-4-nitro-1H-pyrazole), N1C(CNCC1)=O (piperazin-2-one). The product is CN1N=CC(=C1N1CC(NCC1)=O)[N+](=O)[O-] (4-(1-methyl-4-nitro-1H-pyrazol-5-yl)piperazin-2-one). Yield: 100.0%. RXN SMILES: Cl[C:2]1[N:6]([CH3:7])[N:5]=[CH:4][C:3]=1[N+:8]([O-:10])=[O:9].[NH:11]1[CH2:16][CH2:15][NH:14][CH2:13][C:12]1=[O:17]>>[CH3:7][N:6]1[C:2]([N:14]2[CH2:15][CH2:16][NH:11][C:12](=[O:17])[CH2:13]2)=[C:3]([N+:8]([O-:10])=[O:9])[CH:4]=[N:5]1. Procedure details: Reaction of 5-chloro-1-methyl-4-nitro-1H-pyrazole and piperazin-2-one gave 4-(1-methyl-4-nitro-1H-pyrazol-5-yl)piperazin-2-one as a white solid (166 mg, 100%). 1H NMR (400 MHz, d6-DMSO) δ 8.21 (s, 1H), 8.09 (s, 1H), 3.78 (s, 3H), 3.44-3.30 (m, 6H) Reactants: C(CCC)[Li] (n-butyllithium), O (Water), BrC1=CC=C(C=C1)N(C1=CC2=CC=CC=C2C=C1)C1=CC2=CC=CC=C2C=C1 ((4-bromophenyl)dinaphthalene-2-ylamine), C(C)(C)OB1OC(C(O1)(C)C)(C)C (2-isopropoxy-4,4,5,5-tetramethyl-1,3,2-dioxaborolane). Solvent: C1CCOC1 (THF), C(Cl)(Cl)Cl (chloroform), C1CCOC1 (THF). Run at temperature -78 celsius, time 24 hour. Yields the product C1=C(C=CC2=CC=CC=C12)N(C1=CC=C(C=C1)B1OC(C(O1)(C)C)(C)C)C1=CC2=CC=CC=C2C=C1 (dinaphthalen-2-yl-[4-(4,4,5,5-tetramethyl[1,3,2]dioxaborolane-2-yl)phenyl]amine). The yield is 77.4%. Reaction SMILES: Br[C:2]1[CH:7]=[CH:6][C:5]([N:8]([C:19]2[CH:28]=[CH:27][C:26]3[C:21](=[CH:22][CH:23]=[CH:24][CH:25]=3)[CH:20]=2)[C:9]2[CH:18]=[CH:17][C:16]3[C:11](=[CH:12][CH:13]=[CH:14][CH:15]=3)[CH:10]=2)=[CH:4][CH:3]=1.C([Li])CCC.C(O[B:38]1[O:42][C:41]([CH3:44])([CH3:43])[C:40]([CH3:46])([CH3:45])[O:39]1)(C)C.O>C1COCC1.C(Cl)(Cl)Cl>[CH:20]1[C:21]2[C:26](=[CH:25][CH:24]=[CH:23][CH:22]=2)[CH:27]=[CH:28][C:19]=1[N:8]([C:9]1[CH:18]=[CH:17][C:16]2[C:11](=[CH:12][CH:13]=[CH:14][CH:15]=2)[CH:10]=1)[C:5]1[CH:4]=[CH:3][C:2]([B:38]2[O:39][C:40]([CH3:45])([CH3:46])[C:41]([CH3:43])([CH3:44])[O:42]2)=[CH:7][CH:6]=1. Reported procedure: 8.5 g (20 mmol) of (4-bromophenyl)dinaphthalene-2-ylamine was dissolved in 100 ml of THF and was cooled to −78° C. 9.6 ml (24 mmol) of 2.5M n-butyllithium was added slowly to the THF solution and maintained at the same temperature as above for an hour to allow reaction. 4.4 g (24 mmol) of 2-isopropoxy-4,4,5,5-tetramethyl-1,3,2-dioxaborolane was added to the reaction solution, and was maintained at the same temperature as above for an hour. The reaction solution was heated to room temperature (RT... Reactants: FC1(CCN(CC1)CC1=C2C=CC=NC2=C2C(=C1)C(N(C2)C2=CC(=CC=C2)O)=O)F (5-[(4,4-difluoropiperidin-1-yl)methyl]-8-(3-hydroxyphenyl)-8,9-dihydro-7H-pyrrolo[3,4-h]quinolin-7-one), [H-].[Na+] (sodium hydride), CN(C(=O)Cl)C (dimethyl carbamyl chloride). Solvent: C(C)(=O)OCC (ethyl acetate), CS(=O)C (dimethylsulfoxide). Run at time 5 minute. Yields the product CN(C(OC1=CC(=CC=C1)N1C(C2=CC(=C3C=CC=NC3=C2C1)CN1CCC(CC1)(F)F)=O)=O)C (3-{5-[(4,4-Difluoropiperidin-1-yl)methyl]-7-oxo-7,9-dihydro-8H-pyrrolo[3,4-h]quinolin-8-yl}phenyl dimethylcarbamate). As a reaction SMILES: [F:1][C:2]1([F:30])[CH2:7][CH2:6][N:5]([CH2:8][C:9]2[CH:18]=[C:17]3[C:19](=[O:29])[N:20]([C:22]4[CH:27]=[CH:26][CH:25]=[C:24]([OH:28])[CH:23]=4)[CH2:21][C:16]3=[C:15]3[C:10]=2[CH:11]=[CH:12][CH:13]=[N:14]3)[CH2:4][CH2:3]1.[H-].[Na+].[CH3:33][N:34]([CH3:38])[C:35](Cl)=[O:36]>CS(C)=O.C(OCC)(=O)C>[CH3:33][N:34]([CH3:38])[C:35](=[O:36])[O:28][C:24]1[CH:25]=[CH:26][CH:27]=[C:22]([N:20]2[CH2:21][C:16]3[C:17](=[CH:18][C:9]([CH2:8][N:5]4[CH2:6][CH2:7][C:2]([F:1])([F:30])[CH2:3][CH2:4]4)=[C:10]4[C:15]=3[N:14]=[CH:13][CH:12]=[CH:11]4)[C:19]2=[O:29])[CH:23]=1 |f:1.2|. Procedure: To a solution of 5-[(4,4-difluoropiperidin-1-yl)methyl]-8-(3-hydroxyphenyl)-8,9-dihydro-7H-pyrrolo[3,4-h]quinolin-7-one (0.070 g, 0.17 mmol) in 3 mL of dimethylsulfoxide was added sodium hydride (0.034 g, 0.86 mmol). After 5 min, dimethyl carbamyl chloride (0.047 mL, 0.51 mmol) was added. The mixture was stirred at ambient temperature for 15 hr, diluted with ethyl acetate, washed 3× with brine, dried with sodium sulfate, filtered, and concentrated in vacuo. The residue was purified via preparati... Starting materials: [Ag+2], O=C([O-])[O-], CI, c1ccccc1, O=C1CCCc2cc(=O)[nH]cc21. Product: Cn1cc2c(cc1=O)CCCC2=O. Reaction SMILES: [Ag+2:25].[C:21](=[O:22])([O-:23])[O-:24].[CH3:13][I:14].[cH:15]1[cH:16][cH:17][cH:18][cH:19][cH:20]1.[cH:1]1[nH:2][c:3](=[O:12])[cH:4][c:5]2[c:10]1[C:9](=[O:11])[CH2:8][CH2:7][CH2:6]2>>[cH:1]1[n:2]([CH3:13])[c:3](=[O:12])[cH:4][c:5]2[c:10]1[C:9](=[O:11])[CH2:8][CH2:7][CH2:6]2. Reactants: ClC1=C(CNC(=O)C2=CN(C3=C(C(=C(C=C3C2=O)F)N2CC(NC(C2)C)C)OC)CC(F)(F)F)C=CC(=C1)Cl (N-(2,4-Dichlorobenzyl)-7-[(3RS,5RS)-3,5-dimethylpiperazin-1-yl]-6-fluoro-8-methoxy-1-(2,2,2-trifluoroethyl)-4-oxo-1,4-dihydroquinoline-3-carboxamide). Solvent: Cl (hydrogen chloride), O1CCOCC1 (dioxane). Product: Cl.ClC1=C(CNC(=O)C2=CN(C3=C(C(=C(C=C3C2=O)F)N2CC(NC(C2)C)C)OC)CC(F)(F)F)C=CC(=C1)Cl (N-(2,4-Dichlorobenzyl)-7-[(3RS,5RS)-3,5-dimethylpiperazin-1-yl]-6-fluoro-8-methoxy-1-(2,2,2-trifluoroethyl)-4-oxo-1,4-dihydroquinoline-3-carboxamide hydrochloride). RXN SMILES: [Cl:1][C:2]1[CH:38]=[C:37]([Cl:39])[CH:36]=[CH:35][C:3]=1[CH2:4][NH:5][C:6]([C:8]1[C:17](=[O:18])[C:16]2[C:11](=[C:12]([O:28][CH3:29])[C:13]([N:20]3[CH2:25][CH:24]([CH3:26])[NH:23][CH:22]([CH3:27])[CH2:21]3)=[C:14]([F:19])[CH:15]=2)[N:10]([CH2:30][C:31]([F:34])([F:33])[F:32])[CH:9]=1)=[O:7]>Cl.O1CCOCC1>[ClH:1].[Cl:1][C:2]1[CH:38]=[C:37]([Cl:39])[CH:36]=[CH:35][C:3]=1[CH2:4][NH:5][C:6]([C:8]1[C:17](=[O:18])[C:16]2[C:11](=[C:12]([O:28][CH3:29])[C:13]([N:20]3[CH2:21][CH:22]([CH3:27])[NH:23][CH:24]([CH3:26])[CH2:25]3)=[C:14]([F:19])[CH:15]=2)[N:10]([CH2:30][C:31]([F:33])([F:34])[F:32])[CH:9]=1)=[O:7] |f:3.4|. Procedure: 6780 mg of the compound from Example 37A (contains 1 eq. of acetonitrile) are dissolved in 4.3 ml of 4N hydrogen chloride in dioxane, the solution is concentrated on a rotary evaporator and the residue is then dried under high vacuum. Yield: 6730 mg (quantitative).